Dataset: the Open Reaction Database (ORD), a public repository of structured organic reaction records. Task: describe an organic reaction: reactants, conditions, products, and yield The reactants are FC1=NC(=C2NC=NC2=N1)Cl (2-fluoro-6-chloropurine), C(C)(C)N(CC)C(C)C (diisopropylethylamine), C1(=CC=CC=C1)S (thiophenol). Solvent: CO (methanol). Run at temperature 0 celsius, time 12 hour. The product is FC1=NC(=C2NC=NC2=N1)SC1=CC=CC=C1 (2-Fluoro-6-phenylsulfenylpurine). Yield: 82.8%. Reaction SMILES: [F:1][C:2]1[N:10]=[C:9]2[C:5]([NH:6][CH:7]=[N:8]2)=[C:4](Cl)[N:3]=1.C(N(C(C)C)CC)(C)C.[C:21]1([SH:27])[CH:26]=[CH:25][CH:24]=[CH:23][CH:22]=1>CO>[F:1][C:2]1[N:10]=[C:9]2[C:5]([NH:6][CH:7]=[N:8]2)=[C:4]([S:27][C:21]2[CH:26]=[CH:25][CH:24]=[CH:23][CH:22]=2)[N:3]=1. Reported procedure: To a solution of 2-fluoro-6-chloropurine (10.0 g, 57.9 mmol) in methanol (200 mL) is added diisopropylethylamine (25.2 mL, 144.7 mmol). The mixture is cooled to 0° C. and followed by slow addition of thiophenol (11.9 mL, 115.8 mmol) via an addition funnel over one hour. The reaction is stirred at 0° C. for 12 hours. The solvent is then removed under reduced pressure and the solid is collected by filtration and washed twice with hexanes. The collected solid is further purified by re-crystallizati... Reactants: C1(CC1)C1=NNC(C1)C1=CC(=CC=C1)O (3-cyclopropyl-5-(3-hydroxyphenyl)-2-pyrazoline), [OH-].[Na+] (sodium hydroxide), Cl (hydrochloric acid). Run in O (water). Conditions: temperature 250 celsius. Product: C1(CC1)C1C(C1)C1=CC(=CC=C1)O (2-cyclopropyl-1-(3-hydroxyphenyl)cyclopropane). Isolated yield 67.7%. As a reaction SMILES: [CH:1]1([C:4]2[CH2:8][CH:7]([C:9]3[CH:14]=[CH:13][CH:12]=[C:11]([OH:15])[CH:10]=3)NN=2)[CH2:3][CH2:2]1.[OH-].[Na+].Cl>O>[CH:1]1([CH:4]2[CH2:8][CH:7]2[C:9]2[CH:14]=[CH:13][CH:12]=[C:11]([OH:15])[CH:10]=2)[CH2:3][CH2:2]1 |f:1.2|. Reported procedure: To a 250 ml round bottom flask equipped with nitrogen inlet, thermometer, and reflux condenser was charged 5.0 g (0.0246 moles) of 3-cyclopropyl-5-(3-hydroxyphenyl)-2-pyrazoline, and 5.0 g of powdered sodium hydroxide (0.125 moles). The two solids were mixed thoroughly, then heated slowly to 250° C., under a rapid steam of nitrogen. The reaction mixture was heated continuously at 250° C. for a total of 2 hours, then cooled to ambient temperature. The resulting residue was the dissolved in 200 ml... Starting materials: 1E, BrC1=C2C(C(N(C2=CC=C1)CCCCC)=O)C1=CC2=C(OCO2)C=C1O (4-bromo-3-(6-hydroxy-1,3-benzodioxol-5-yl)-1-pentyl-1,3-dihydro-2H-indol-2-one), OC=1C(=CC2=C(OCO2)C1)C1C(N(C2=CC=CC=C12)CC=1C=C(C(=O)OC)C=CC1)=O (methyl 3-{[3-(6-hydroxy-1,3-benzodioxol-5-yl)-2-oxo-2,3-dihydro-1H-indol-1-yl]methyl}benzoate). Yields the product OC=1C(=CC2=C(OCO2)C1)C1(C(N(C2=CC=CC=C12)CC=1C=C(C(=O)OC)C=CC1)=O)CO (methyl 3-{[3-(6-hydroxy-1,3-benzodioxol-5-yl)-3-(hydroxymethyl)-2-oxo-2,3-dihydro-1H-indol-1-yl]methyl}benzoate). As a reaction SMILES: BrC1C=CC=C2C=1C(C1C(O)=CC3OCOC=3C=1)[C:5](=[O:16])N2CCCCC.[OH:27][C:28]1[C:29]([CH:37]2[C:45]3[C:40](=[CH:41][CH:42]=[CH:43][CH:44]=3)[N:39]([CH2:46][C:47]3[CH:48]=[C:49]([CH:54]=[CH:55][CH:56]=3)[C:50]([O:52][CH3:53])=[O:51])[C:38]2=[O:57])=[CH:30][C:31]2[O:35][CH2:34][O:33][C:32]=2[CH:36]=1>>[OH:27][C:28]1[C:29]([C:37]2([CH2:5][OH:16])[C:45]3[C:40](=[CH:41][CH:42]=[CH:43][CH:44]=3)[N:39]([CH2:46][C:47]3[CH:48]=[C:49]([CH:54]=[CH:55][CH:56]=3)[C:50]([O:52][CH3:53])=[O:51])[C:38]2=[O:57])=[CH:30][C:31]2[O:35][CH2:34][O:33][C:32]=2[CH:36]=1. Procedure: Following the procedure as described in PREPARATION 1E, and making non-critical variations to replace 4-bromo-3-(6-hydroxy-1,3-benzodioxol-5-yl)-1-pentyl-1,3-dihydro-2H-indol-2-one with methyl 3-{[3-(6-hydroxy-1,3-benzodioxol-5-yl)-2-oxo-2,3-dihydro-1H-indol-1-yl]methyl}benzoate, the title compound was obtained (81%) as a white powder: MS (ES+) m/z 470.3 (M+23), 448.3 (M+1). Reactants: O=C(O)c1cc(Br)ccc1F, O=C([O-])[O-], O=C([O-])O, CNC, CCN=C=NCCCN(C)C, Cl, Cl, [K+], [K+], [Na+], CN(C)C=O, O, On1nnc2ccccc21. Yields the product CN(C)C(=O)c1cc(Br)ccc1F. RXN SMILES: [Br:1][c:2]1[cH:3][cH:4][c:5]([F:11])[c:6]([C:7](=[O:8])[OH:9])[cH:10]1.[C:39](=[O:40])([O-:41])[O-:42].[C:45](=[O:46])([O-:47])[OH:48].[CH3:13][NH:14][CH3:15].[CH3:17][N:18]([CH3:19])[CH2:20][CH2:21][CH2:22][N:23]=[C:24]=[N:25][CH2:26][CH3:27].[ClH:12].[ClH:16].[K+:43].[K+:44].[Na+:49].[O:50]=[CH:51][N:52]([CH3:53])[CH3:54].[OH2:38].[OH:28][n:29]1[c:30]2[c:31]([cH:32][cH:33][cH:34][cH:35]2)[n:36][n:37]1>>[Br:1][c:2]1[cH:3][cH:4][c:5]([F:11])[c:6]([C:7](=[O:8])[N:14]([CH3:13])[CH3:15])[cH:10]1.